From a dataset of the Open Reaction Database (ORD), a public repository of structured organic reaction records. describe an organic reaction: reactants, conditions, products, and yield Starting materials: ClC1=C2CN(C(C2=C(C=C1O)I)=O)C(C)(C1=CC=CC=C1)C (4-chloro-5-hydroxy-7-iodo-2-(1-methyl-1-phenylethyl)isoindolinone), Cl.CO (hydrogen chloride methanol). The product is ClC1=C2CNC(C2=C(C=C1O)I)=O (4-chloro-5-hydroxy-7-iodoisoindolinone). Isolated yield 57.9%. Reaction SMILES: [Cl:1][C:2]1[C:10]([OH:11])=[CH:9][C:8]([I:12])=[C:7]2[C:3]=1[CH2:4][N:5](C(C)(C1C=CC=CC=1)C)[C:6]2=[O:13].Cl.CO>>[Cl:1][C:2]1[C:10]([OH:11])=[CH:9][C:8]([I:12])=[C:7]2[C:3]=1[CH2:4][NH:5][C:6]2=[O:13] |f:1.2|. Procedure details: In a similar manner to Step 6 of Example 139, 4-chloro-5-hydroxy-7-iodo-2-(1-methyl-1-phenylethyl)isoindolinone (97.1 mg, 0.206 mmol) was treated with 10% hydrogen chloride-methanol solution (3 mL), followed by purification by slurry using diisopropylether to obtain 4-chloro-5-hydroxy-7-iodoisoindolinone (36.9 mg, yield 58%). The reactants are ClCCl, COP(=O)(CC(=O)O)OC, C(=NC1CCCCC1)=NC1CCCCC1, COC(=O)c1cc(N)ccn1. Product: COC(=O)c1cc(NC(=O)CP(=O)(OC)OC)ccn1. RXN SMILES: [CH2:37]([Cl:38])[Cl:39].[CH3:12][O:13][P:14](=[O:15])([O:16][CH3:17])[CH2:18][C:19](=[O:20])[OH:21].[CH:22]1([N:23]=[C:24]=[N:25][CH:26]2[CH2:27][CH2:28][CH2:29][CH2:30][CH2:31]2)[CH2:32][CH2:33][CH2:34][CH2:35][CH2:36]1.[NH2:1][c:2]1[cH:3][c:4]([C:8](=[O:9])[O:10][CH3:11])[n:5][cH:6][cH:7]1>>[NH:1]([c:2]1[cH:3][c:4]([C:8](=[O:9])[O:10][CH3:11])[n:5][cH:6][cH:7]1)[C:19]([CH2:18][P:14]([O:13][CH3:12])(=[O:15])[O:16][CH3:17])=[O:20].